Dataset: the Open Reaction Database (ORD), a public repository of structured organic reaction records. Task: describe an organic reaction: reactants, conditions, products, and yield Reactants: Cc1ccc(C(=O)NCC(N)=O)cc1-n1cnc(OCc2ccc(F)cc2F)c(Cl)c1=O, NCC(N)=O. The product is Cc1ccc(C(=O)NC(C)C(N)=O)cc1-n1cnc(OCc2ccc(F)cc2F)c(Cl)c1=O. Reaction SMILES: [Cl:1][c:2]1[c:3]([O:23][CH2:24][c:25]2[c:26]([F:32])[cH:27][c:28]([F:31])[cH:29][cH:30]2)[n:4][cH:5][n:6](-[c:9]2[cH:10][c:11]([C:12](=[O:13])[NH:14][CH2:15][C:16](=[O:17])[NH2:18])[cH:19][cH:20][c:21]2[CH3:22])[c:7]1=[O:8].[NH2:33][CH2:34][C:35]([NH2:36])=[O:37]>>[Cl:1][c:2]1[c:3]([O:23][CH2:24][c:25]2[c:26]([F:32])[cH:27][c:28]([F:31])[cH:29][cH:30]2)[n:4][cH:5][n:6](-[c:9]2[cH:10][c:11]([C:12](=[O:13])[NH:14][CH:15]([C:16](=[O:17])[NH2:18])[CH3:34])[cH:19][cH:20][c:21]2[CH3:22])[c:7]1=[O:8]. Starting materials: CC(C)CC1CNCCN1C(=O)OC(C)(C)C, COCCOC, COC(=O)c1cccc2oc(Cl)nc12, [H-], [Na+]. Yields the product COC(=O)c1cccc2oc(N3CCN(C(=O)OC(C)(C)C)C(CC(C)C)C3)nc12. Reaction SMILES: [C:1]([CH3:2])([CH3:3])([CH3:4])[O:5][C:6](=[O:7])[N:8]1[CH:9]([CH2:14][CH:15]([CH3:16])[CH3:17])[CH2:10][NH:11][CH2:12][CH2:13]1.[CH3:34][O:35][CH2:36][CH2:37][O:38][CH3:39].[Cl:20][c:21]1[o:22][c:23]2[c:24]([n:25]1)[c:26]([C:30](=[O:31])[O:32][CH3:33])[cH:27][cH:28][cH:29]2.[H-:19].[Na+:18]>>[C:1]([CH3:2])([CH3:3])([CH3:4])[O:5][C:6](=[O:7])[N:8]1[CH:9]([CH2:14][CH:15]([CH3:16])[CH3:17])[CH2:10][N:11]([c:21]2[o:22][c:23]3[c:24]([n:25]2)[c:26]([C:30](=[O:31])[O:32][CH3:33])[cH:27][cH:28][cH:29]3)[CH2:12][CH2:13]1.